From a dataset of the Open Reaction Database (ORD), a public repository of structured organic reaction records. describe an organic reaction: reactants, conditions, products, and yield The reactants are Cl (hydrogen chloride), C(C1=CC=CO1)OC1=C2C(C(=O)NC2=O)=CC=C1 (furfuryloxyphthalimide), C(C)OCC (diethyl ether), C(CCC)N (butylamine). Run in C(C)O (ethanol). Conditions: time 1 hour. Product: Cl.C(C1=CC=CO1)ON (O-Furfurylhydroxylamine hydrochloride). Reaction SMILES: [CH2:1]([O:7]C1C=CC=C2C(NC(=O)C=12)=O)[C:2]1[O:6][CH:5]=[CH:4][CH:3]=1.C([NH2:23])CCC.C(OCC)C.[ClH:29]>C(O)C>[ClH:29].[CH2:1]([O:7][NH2:23])[C:2]1[O:6][CH:5]=[CH:4][CH:3]=1 |f:5.6|. Procedure: 4.28 g of [-furfuryloxyphthalimide [prepared as described in step (i) above] were dissolved in 20 ml of ethanol, and 1.37 g of butylamine were added to the resulting solution. The mixture was then stirred for 1 hour at room temperature, after which diethyl ether was added. The mixture was then acidified by the addition of a 10% by volume methanolic solution of hydrogen chloride, and the resulting crystals were collected by filtration, to afford 2.62 g of the title compound. Nuclear Magnetic Reso...